Dataset: the Open Reaction Database (ORD), a public repository of structured organic reaction records. Task: describe an organic reaction: reactants, conditions, products, and yield Starting materials: C1(CCCCC1)CCC[C@H](CC(=O)OC(C)(C)C)C1=NC(=NO1)COS(=O)(=O)C1=CC=C(C=C1)C (tert-butyl(3R)-6-cyclohexyl-3-[3-({[(4-methylphenyl)sulfonyl]oxy}methyl)-1,2,4-oxadiazol-5-yl]hexanoate), N1CCCC1 (pyrrolidine). Product: C1(CCCCC1)CCC[C@H](CC(=O)OC(C)(C)C)C1=NC(=NO1)CN1CCCC1 (tert-butyl(3R)-6-cyclohexyl-3-[3-(1-pyrrolidinylmethyl)-1,2,4-oxadiazol-5-yl]hexanoate). RXN SMILES: [CH:1]1([CH2:7][CH2:8][CH2:9][C@@H:10]([C:19]2[O:23][N:22]=[C:21]([CH2:24]OS(C3C=CC(C)=CC=3)(=O)=O)[N:20]=2)[CH2:11][C:12]([O:14][C:15]([CH3:18])([CH3:17])[CH3:16])=[O:13])[CH2:6][CH2:5][CH2:4][CH2:3][CH2:2]1.[NH:36]1[CH2:40][CH2:39][CH2:38][CH2:37]1>>[CH:1]1([CH2:7][CH2:8][CH2:9][C@@H:10]([C:19]2[O:23][N:22]=[C:21]([CH2:24][N:36]3[CH2:40][CH2:39][CH2:38][CH2:37]3)[N:20]=2)[CH2:11][C:12]([O:14][C:15]([CH3:18])([CH3:16])[CH3:17])=[O:13])[CH2:2][CH2:3][CH2:4][CH2:5][CH2:6]1. Procedure details: Method as for preparation 5 using tert-butyl(3R)-6-cyclohexyl-3-[3-({[(4-methylphenyl)sulfonyl]oxy}methyl)-1,2,4-oxadiazol-5-yl]hexanoate (preparation 177) (126 mg, 0.25 mmol) and pyrrolidine (1001, 1.20 mmol) as starting materials. The reactants are C(CCC)C1=NC2=C(N1CC1=CC=C(C=C1)C=1C(=CC=CC1)C(=O)OC(C)(C)C)C=C(C=C2)N(C(=O)NCCCCCCCC)C (tert.butyl 4'-[(2-n-butyl-6-(N-(n-octylaminocarbonyl)-methylamino)-benzimidazol-1-yl)-methyl]biphenyl-2-carboxylate). Solvent: FC(C(=O)O)(F)F.C(Cl)Cl (trifluoroacetic acid methylene chloride). Product: C(CCC)C1=NC2=C(N1CC1=CC=C(C=C1)C=1C(=CC=CC1)C(=O)O)C=C(C=C2)N(C(=O)NCCCCCCCC)C (4'-[(2-n-Butyl-6-(N-(n-octylaminocarbonyl)-methylamino)-benzimidazol-1-yl)-methyl]biphenyl-2-carboxylic Acid). As a reaction SMILES: [CH2:1]([C:5]1[N:9]([CH2:10][C:11]2[CH:16]=[CH:15][C:14]([C:17]3[C:18]([C:23]([O:25]C(C)(C)C)=[O:24])=[CH:19][CH:20]=[CH:21][CH:22]=3)=[CH:13][CH:12]=2)[C:8]2[CH:30]=[C:31]([N:34]([CH3:46])[C:35]([NH:37][CH2:38][CH2:39][CH2:40][CH2:41][CH2:42][CH2:43][CH2:44][CH3:45])=[O:36])[CH:32]=[CH:33][C:7]=2[N:6]=1)[CH2:2][CH2:3][CH3:4]>FC(F)(F)C(O)=O.C(Cl)Cl>[CH2:1]([C:5]1[N:9]([CH2:10][C:11]2[CH:12]=[CH:13][C:14]([C:17]3[C:18]([C:23]([OH:25])=[O:24])=[CH:19][CH:20]=[CH:21][CH:22]=3)=[CH:15][CH:16]=2)[C:8]2[CH:30]=[C:31]([N:34]([CH3:46])[C:35]([NH:37][CH2:38][CH2:39][CH2:40][CH2:41][CH2:42][CH2:43][CH2:44][CH3:45])=[O:36])[CH:32]=[CH:33][C:7]=2[N:6]=1)[CH2:2][CH2:3][CH3:4] |f:1.2|. Reported procedure: Prepared in analogous manner to Example 9 from tert.butyl 4'-[(2-n-butyl-6-(N-(n-octylaminocarbonyl)-methylamino)-benzimidazol-1-yl)-methyl]biphenyl-2-carboxylate in trifluoroacetic acid/methylene chloride. Starting materials: O=C([O-])[O-], CCO, [K+], [K+], CCOC(=O)C(C)(C)Oc1ccc(C(=NOC)c2cccs2)cc1. Product: CON=C(c1ccc(OC(C)(C)C(=O)O)cc1)c1cccs1. RXN SMILES: [C:25](=[O:26])([O-:27])[O-:28].[CH3:31][CH2:32][OH:33].[K+:29].[K+:30].[s:1]1[c:2]([C:6]([c:7]2[cH:8][cH:9][c:10]([O:11][C:12]([C:13](=[O:14])[O:15][CH2:16][CH3:17])([CH3:18])[CH3:19])[cH:20][cH:21]2)=[N:22][O:23][CH3:24])[cH:3][cH:4][cH:5]1>>[s:1]1[c:2]([C:6]([c:7]2[cH:8][cH:9][c:10]([O:11][C:12]([C:13](=[O:14])[OH:15])([CH3:18])[CH3:19])[cH:20][cH:21]2)=[N:22][O:23][CH3:24])[cH:3][cH:4][cH:5]1. Reactants: BrC1=CC2=C(C=CN3C(C2=O)=CC=C3)C=C1 (9-bromo-11H-pyrrolo[2,1-b][3]benzazepine-11-one), CN1CC[CH-]CC1.[Mg+2].[Cl-] (1-methylpiperidine-4-magnesium chloride). The solvent is O1CCCC1 (tetrahydrofuran), O1CCCC1 (tetrahydrofuran). Yields the product CN1CCC(CC1)C1(C=2N(C=CC3=C1C=C(C=C3)Br)C=CC2)O (1-methyl-4-(9-bromo-11-hydroxy-11H-pyrrolo[2,1-b][3]benzazepin-11-yl)piperidine). Yield: 65.0%. As a reaction SMILES: [Br:1][C:2]1[CH:16]=[CH:15][C:5]2[CH:6]=[CH:7][N:8]3[CH:14]=[CH:13][CH:12]=[C:9]3[C:10](=[O:11])[C:4]=2[CH:3]=1.[CH3:17][N:18]1[CH2:23][CH2:22][CH-:21][CH2:20][CH2:19]1.[Mg+2].[Cl-]>O1CCCC1>[CH3:17][N:18]1[CH2:23][CH2:22][CH:21]([C:10]2([OH:11])[C:4]3[CH:3]=[C:2]([Br:1])[CH:16]=[CH:15][C:5]=3[CH:6]=[CH:7][N:8]3[CH:14]=[CH:13][CH:12]=[C:9]23)[CH2:20][CH2:19]1 |f:1.2.3|. Procedure: A suspension of 9-bromo-11H-pyrrolo[2,1-b][3]benzazepine-11-one (10.0 g., 0.036 mole) in 100 ml dry tetrahydrofuran, under a nitrogen atmosphere, is stirred in an ice bath. A solution of 1-methylpiperidine-4-magnesium chloride in tetrahydrofuran (76 ml, 0.51 M, 0.039 mole) is added dropwise. Upon completion of addition the solution is allowed to stir at room temperature for one hour after which time the solvent is removed on a film evaporator. The residue is dissolved in 300 ml benzene, the solu... Reactants: C(=O)(OCC1=CC=CC=C1)NC(NCCC[C@H](NC(C(C1=CC=CC=C1)C1=CC=CC=C1)=O)C(=O)N[C@H](C)C1=CC=CC=C1)=NC(=O)OCC1=CC=CC=C1 ((R)-Nω,Nω '-bis(Cbz)-N2 -(diphenylacetyl)-(S)-N-(1-phenylethyl)arginine amide), Cl (hydrochloride), acetate salt. Reagents/catalysts: [Pd] (Pd/C). Solvent: CC(=O)O (HOAc). Product: Cl.C1(=CC=CC=C1)C(C(=O)N[C@@H](CCCNC(N)=N)C(=O)N[C@H](C)C1=CC=CC=C1)C1=CC=CC=C1 ((R)-N2 -(Diphenylacetyl)-(S)-N-(1-phenylethyl)arginine amide hydrochloride). The yield is 99.0%. Reaction SMILES: C([NH:11][C:12](=[N:45]C(OCC1C=CC=CC=1)=O)[NH:13][CH2:14][CH2:15][CH2:16][C@@H:17]([C:34]([NH:36][C@@H:37]([C:39]1[CH:44]=[CH:43][CH:42]=[CH:41][CH:40]=1)[CH3:38])=[O:35])[NH:18][C:19](=[O:33])[CH:20]([C:27]1[CH:32]=[CH:31][CH:30]=[CH:29][CH:28]=1)[C:21]1[CH:26]=[CH:25][CH:24]=[CH:23][CH:22]=1)(OCC1C=CC=CC=1)=O.[ClH:56]>[Pd].CC(O)=O>[ClH:56].[C:21]1([CH:20]([C:27]2[CH:28]=[CH:29][CH:30]=[CH:31][CH:32]=2)[C:19]([NH:18][C@H:17]([C:34]([NH:36][C@@H:37]([C:39]2[CH:44]=[CH:43][CH:42]=[CH:41][CH:40]=2)[CH3:38])=[O:35])[CH2:16][CH2:15][CH2:14][NH:13][C:12](=[NH:11])[NH2:45])=[O:33])[CH:22]=[CH:23][CH:24]=[CH:25][CH:26]=1 |f:4.5|. Reported procedure: Prepared according to the method described in Example 1(g) above from (R)-Nω,Nω '-bis(Cbz)-N2 -(diphenylacetyl)-(S)-N-(1-phenylethyl)arginine amide (0.6 g; 0.8 mmol; from step (d) above), 10% Pd/C (w/w; 200 mg), HOAc (25 mL), overnight reaction time. The crude acetate salt was converted to the hydrochloride to give 0.4 g (99%) of the title compound as a solid.